From a dataset of the Open Reaction Database (ORD), a public repository of structured organic reaction records. describe an organic reaction: reactants, conditions, products, and yield Reactants: CC(C)(C)Cc1ccc(C(=O)c2ccccc2C(=O)O)cc1, O, O=S(=O)(O)O. The product is CC(C)(C)Cc1ccc2c(c1)C(=O)c1ccccc1C2=O. As a reaction SMILES: [CH2:1]([C:2]([CH3:3])([CH3:4])[CH3:5])[c:6]1[cH:7][cH:8][c:9]([C:10](=[O:11])[c:12]2[c:13]([C:14](=[O:15])[OH:16])[cH:17][cH:18][cH:19][cH:20]2)[cH:21][cH:22]1.[OH2:28].[S:23](=[O:24])(=[O:25])([OH:26])[OH:27]>>[CH2:1]([C:2]([CH3:3])([CH3:4])[CH3:5])[c:6]1[cH:7][c:8]2[c:9]([cH:21][cH:22]1)[C:10](=[O:11])[c:12]1[c:13]([cH:17][cH:18][cH:19][cH:20]1)[C:14]2=[O:16]. The reactants are C1(=CC=CC=C1)CCN (benzeneethanamine), C(=O)(O)C1=C(C=CC=C1)CCC(=O)OC (Methyl 2-carboxybenzenepropanoate), solid. Yields the product C1(=CC=CC=C1)CCNC(=O)C1=C(C=CC=C1)CCC(=O)OC (Methyl 2-(2-phenylethylaminocarbonyl)benzenepropanoate). RXN SMILES: [C:1]1([CH2:7][CH2:8][NH2:9])[CH:6]=[CH:5][CH:4]=[CH:3][CH:2]=1.[C:10]([C:13]1[CH:18]=[CH:17][CH:16]=[CH:15][C:14]=1[CH2:19][CH2:20][C:21]([O:23][CH3:24])=[O:22])(O)=[O:11]>>[C:1]1([CH2:7][CH2:8][NH:9][C:10]([C:13]2[CH:18]=[CH:17][CH:16]=[CH:15][C:14]=2[CH2:19][CH2:20][C:21]([O:23][CH3:24])=[O:22])=[O:11])[CH:6]=[CH:5][CH:4]=[CH:3][CH:2]=1. Reported procedure: The sub-title compound was prepared from benzeneethanamine and the product of step (a) using the method of Example 6(a) as a white solid mp 68°-70°. The reactants are CCOC(=O)Cc1ccc(OC)c(Oc2ccc(Br)cc2CN2CCOC2=O)c1, C1COCCN1, CC(C)(C)[O-], Cc1ccccc1, [Na+], O=C(C=Cc1ccccc1)C=Cc1ccccc1, O=C(C=Cc1ccccc1)C=Cc1ccccc1, O=C(C=Cc1ccccc1)C=Cc1ccccc1, [Pd], [Pd], c1ccc(P(c2ccccc2)c2ccc3ccccc3c2-c2c(P(c3ccccc3)c3ccccc3)ccc3ccccc23)cc1. Yields the product CCOC(=O)Cc1ccc(OC)c(Oc2ccc(N3CCOCC3)cc2CN2CCOC2=O)c1. As a reaction SMILES: [CH2:1]([CH3:2])[O:3][C:4]([CH2:5][c:6]1[cH:7][c:8]([O:14][c:15]2[c:16]([CH2:22][N:23]3[C:24](=[O:28])[O:25][CH2:26][CH2:27]3)[cH:17][c:18]([Br:21])[cH:19][cH:20]2)[c:9]([O:12][CH3:13])[cH:10][cH:11]1)=[O:29].[CH2:30]1[CH2:31][O:32][CH2:33][CH2:34][NH:35]1.[CH3:82][C:83]([CH3:84])([O-:85])[CH3:86].[CH3:88][c:89]1[cH:90][cH:91][cH:92][cH:93][cH:94]1.[Na+:87].[O:115]=[C:116]([CH:117]=[CH:118][c:119]1[cH:120][cH:121][cH:122][cH:123][cH:124]1)[CH:125]=[CH:126][c:127]1[cH:128][cH:129][cH:130][cH:131][cH:132]1.[O:133]=[C:134]([CH:135]=[CH:136][c:137]1[cH:138][cH:139][cH:140][cH:141][cH:142]1)[CH:143]=[CH:144][c:145]1[cH:146][cH:147][cH:148][cH:149][cH:150]1.[O:97]=[C:98]([CH:99]=[CH:100][c:101]1[cH:102][cH:103][cH:104][cH:105][cH:106]1)[CH:107]=[CH:108][c:109]1[cH:110][cH:111][cH:112][cH:113][cH:114]1.[Pd:95].[Pd:96].[cH:36]1[cH:37][cH:38][c:39]([P:40]([c:41]2[cH:42][cH:43][c:44]3[c:45]([cH:46][cH:47][cH:48][cH:49]3)[c:50]2-[c:51]2[c:52]3[c:53]([cH:54][cH:55][cH:56][cH:57]3)[cH:58][cH:59][c:60]2[P:61]([c:62]2[cH:63][cH:64][cH:65][cH:66][cH:67]2)[c:68]2[cH:69][cH:70][cH:71][cH:72][cH:73]2)[c:74]2[cH:75][cH:76][cH:77][cH:78][cH:79]2)[cH:80][cH:81]1>>[CH2:1]([CH3:2])[O:3][C:4]([CH2:5][c:6]1[cH:7][c:8]([O:14][c:15]2[c:16]([CH2:22][N:23]3[C:24](=[O:28])[O:25][CH2:26][CH2:27]3)[cH:17][c:18]([N:35]3[CH2:30][CH2:31][O:32][CH2:33][CH2:34]3)[cH:19][cH:20]2)[c:9]([O:12][CH3:13])[cH:10][cH:11]1)=[O:29]. Reactants: BrC1=C(C=CC=C1)C1=C(OC2=CC(=C(C=C2C1=O)Cl)O)C (3-(2-Bromo-phenyl)-6-chloro-7-hydroxy-2-methyl-chromen-4-one), O.NN (Hydrazine hydrate). Yields the product BrC1=C(C=CC=C1)C=1C(=NNC1C)C1=C(C=C(C(=C1)Cl)O)O (4-[4-(2-Bromo-phenyl)-5-methyl-1H-pyrazol-3-yl]-6-chloro-benzene-1,3-diol). RXN SMILES: [Br:1][C:2]1[CH:7]=[CH:6][CH:5]=[CH:4][C:3]=1[C:8]1[C:17](=O)[C:16]2[C:11](=[CH:12][C:13]([OH:20])=[C:14]([Cl:19])[CH:15]=2)[O:10][C:9]=1[CH3:21].O.[NH2:23][NH2:24]>>[Br:1][C:2]1[CH:7]=[CH:6][CH:5]=[CH:4][C:3]=1[C:8]1[C:17]([C:16]2[CH:15]=[C:14]([Cl:19])[C:13]([OH:20])=[CH:12][C:11]=2[OH:10])=[N:23][NH:24][C:9]=1[CH3:21] |f:1.2|. Procedure details: This compounds was synthesised in the same manner as described above. 3-(2-Bromo-phenyl)-6-chloro-7-hydroxy-2-methyl-chromen-4-one (2.5 g, 6.9 mmol), Hydrazine hydrate (10 ml). 4-[4-(2-Bromo-phenyl)-5-methyl-1H-pyrazol-3-yl]-6-chloro-benzene-1,3-diol precipitated out as an off white solid (0.53 g, 20.2%); Rf 0.5 cf SM 0.85 [ethyl acetate/petroleum ether 40–60° C. (80/20)]. Reactants: FC=1C=C(OC2=CC(=NC=C2)C2=CC(=CN2)C(=O)N2CCN(CC2)C(=O)OC(C)(C)C)C=CC1NC(=O)NC1=C(C=CC(=C1)C)F (tert-butyl 4-[(5-{4-[3-fluoro-4-({[(2-fluoro-5-methylphenyl)amino]carbonyl}amino)phenoxy]pyridin-2-yl}-1H-pyrrol-3-yl)carbonyl]piperazine-1-carboxylate), C(=O)(C(F)(F)F)O (TFA). The solvent is C(Cl)Cl (methylene chloride). Run at time 30 minute. Yields the product FC1=C(C=C(C=C1)C)NC(=O)NC1=C(C=C(C=C1)OC1=CC(=NC=C1)C=1NC=C(C1)C(=O)N1CCNCC1)F (1-(2-fluoro-5-methylphenyl)-3-[2-fluoro-4-({2-[4-(piperazin-1-ylcarbonyl)-1H-pyrrol-2-yl]pyridin-4-yl}oxy)phenyl]urea). Reaction SMILES: [F:1][C:2]1[CH:3]=[C:4]([CH:32]=[CH:33][C:34]=1[NH:35][C:36]([NH:38][C:39]1[CH:44]=[C:43]([CH3:45])[CH:42]=[CH:41][C:40]=1[F:46])=[O:37])[O:5][C:6]1[CH:11]=[CH:10][N:9]=[C:8]([C:12]2[NH:16][CH:15]=[C:14]([C:17]([N:19]3[CH2:24][CH2:23][N:22](C(OC(C)(C)C)=O)[CH2:21][CH2:20]3)=[O:18])[CH:13]=2)[CH:7]=1.C(O)(C(F)(F)F)=O>C(Cl)Cl>[F:46][C:40]1[CH:41]=[CH:42][C:43]([CH3:45])=[CH:44][C:39]=1[NH:38][C:36]([NH:35][C:34]1[CH:33]=[CH:32][C:4]([O:5][C:6]2[CH:11]=[CH:10][N:9]=[C:8]([C:12]3[NH:16][CH:15]=[C:14]([C:17]([N:19]4[CH2:20][CH2:21][NH:22][CH2:23][CH2:24]4)=[O:18])[CH:13]=3)[CH:7]=2)=[CH:3][C:2]=1[F:1])=[O:37]. Procedure: To a stirred solution of tert-butyl 4-[(5-{4-[3-fluoro-4-({[(2-fluoro-5-methylphenyl)amino]carbonyl}amino)phenoxy]pyridin-2-yl}-1H-pyrrol-3-yl)carbonyl]piperazine-1-carboxylate (200 mg, 0.32 mmol) in 10 ml of methylene chloride was added 3 ml of TFA. The mixture was stirred at room temperature for 30 minutes, and evaporated to dryness under reduced pressure. The residue was re-dissolved in 5 ml of methanol and poured into 100 ml of water with vigorous stirring. Saturated NaHCO3 solution was adde... Yields the product O=S1(N(CCC1)C=1C=CC(=C(C(=O)N(C)C)C1)C(=O)N1CCN(CC1)C1=NC=C(C=C1C)CC)=O (5-(1,1-dioxo-1λ6-isothiazolidin-2-yl)-2-[4-(5-ethyl-3-methylpyridin-2-yl)piperazine-1-carbonyl]-N,N-dimethyl-benzamide). Procedure details: Using N,N-di-tert-butyloxycarbonyl-5-(1,1-dioxo-1λ6-isothiazolidin-2-yl)-2-[4-(5-ethyl-3-methylpyridin-2-yl)piperazine-1-carbonyl]benzamide (202 mg) described in Example 785 and 2M dimethylamine tetrahydrofuran solution (180 μL) and by the reaction and treatment in the same manner as in Example 770, the title compound (81 mg) was obtained. Starting materials: C(C)(C)(C)OC(=O)N(C(C1=C(C=CC(=C1)N1S(CCC1)(=O)=O)C(=O)N1CCN(CC1)C1=NC=C(C=C1C)CC)=O)C(=O)OC(C)(C)C (N,N-di-tert-butyloxycarbonyl-5-(1,1-dioxo-1λ6-isothiazolidin-2-yl)-2-[4-(5-ethyl-3-methylpyridin-2-yl)piperazine-1-carbonyl]benzamide). The yield is 53.9%. Solvent: O1CCCC1.CNC (dimethylamine tetrahydrofuran). Reaction SMILES: C(O[C:6]([N:8]([C:41](OC(C)(C)C)=O)[C:9](=[O:40])[C:10]1[CH:15]=[C:14]([N:16]2[CH2:20][CH2:19][CH2:18][S:17]2(=[O:22])=[O:21])[CH:13]=[CH:12][C:11]=1[C:23]([N:25]1[CH2:30][CH2:29][N:28]([C:31]2[C:36]([CH3:37])=[CH:35][C:34]([CH2:38][CH3:39])=[CH:33][N:32]=2)[CH2:27][CH2:26]1)=[O:24])=O)(C)(C)C>O1CCCC1.CNC>[O:22]=[S:17]1(=[O:21])[CH2:18][CH2:19][CH2:20][N:16]1[C:14]1[CH:13]=[CH:12][C:11]([C:23]([N:25]2[CH2:30][CH2:29][N:28]([C:31]3[C:36]([CH3:37])=[CH:35][C:34]([CH2:38][CH3:39])=[CH:33][N:32]=3)[CH2:27][CH2:26]2)=[O:24])=[C:10]([CH:15]=1)[C:9]([N:8]([CH3:41])[CH3:6])=[O:40] |f:1.2|.